Dataset: the Open Reaction Database (ORD), a public repository of structured organic reaction records. Task: describe an organic reaction: reactants, conditions, products, and yield Starting materials: COc1cccc(Oc2ccccc2C2OCCO2)c1, Cl, O. Yields the product COc1cccc(Oc2ccccc2C=O)c1. As a reaction SMILES: [CH3:1][O:2][c:3]1[cH:4][c:5]([O:6][c:7]2[c:8]([CH:13]3[O:14][CH2:17][CH2:16][O:15]3)[cH:9][cH:10][cH:11][cH:12]2)[cH:18][cH:19][cH:20]1.[ClH:21].[OH2:22]>>[CH3:1][O:2][c:3]1[cH:4][c:5]([O:6][c:7]2[c:8]([CH:13]=[O:14])[cH:9][cH:10][cH:11][cH:12]2)[cH:18][cH:19][cH:20]1. Reactants: CI (methyl iodide), C(CC)OC=1C(=NSN1)C=1C=NC=CC1 (3-(4-propoxy-1,2,5-thiadiazol-3-yl)pyridine). Solvent: CC(=O)C (acetone). Reaction conditions: time 18 hour. Yields the product [I-].C(CC)OC=1C(=NSN1)C=1C=[N+](C=CC1)C (3-(4-propoxy-1,2,5-thiadiazol-3-yl)-1-methylpyridinium iodide). Reaction SMILES: [CH3:1][I:2].[CH2:3]([O:6][C:7]1[C:8]([C:12]2[CH:13]=[N:14][CH:15]=[CH:16][CH:17]=2)=[N:9][S:10][N:11]=1)[CH2:4][CH3:5]>CC(C)=O>[I-:2].[CH2:3]([O:6][C:7]1[C:8]([C:12]2[CH:13]=[N+:14]([CH3:1])[CH:15]=[CH:16][CH:17]=2)=[N:9][S:10][N:11]=1)[CH2:4][CH3:5] |f:3.4|. Procedure: A mixture of methyl iodide (0.37 ml, 6 mmol) and 3-(4-propoxy-1,2,5-thiadiazol-3-yl)pyridine (700 mg, 3.1 mmol) in acetone (10 ml) was stirred at room temperature for 18 h. The title compound precipitated from the solution and was collected by filtration to yield 0.98 g (88%). Starting materials: C(C)S(=O)(=O)N.C(C)(C)(C)OC(=O)N[C@@H](C)C(=O)N1[C@H](C(=O)O)CCC1 (N-t-butoxycarbonyl-L-alanyl-L-proline ethanesulphonamide), FC(C(=O)O)(F)F (trifluoroacetic acid). Conditions: time 1 hour. Product: FC(C(=O)O)(F)F.C(C)S(=O)(=O)N.N[C@@H](C)C(=O)N1[C@H](C(=O)O)CCC1 (L-alanyl-L-proline ethanesulphonamide trifluoroacetate). Reaction SMILES: [CH2:1]([S:3]([NH2:6])(=[O:5])=[O:4])[CH3:2].C(OC([NH:14][C@H:15]([C:17]([N:19]1[CH2:26][CH2:25][CH2:24][C@H:20]1[C:21]([OH:23])=[O:22])=[O:18])[CH3:16])=O)(C)(C)C.[F:27][C:28]([F:33])([F:32])[C:29]([OH:31])=[O:30]>>[F:27][C:28]([F:33])([F:32])[C:29]([OH:31])=[O:30].[CH2:1]([S:3]([NH2:6])(=[O:5])=[O:4])[CH3:2].[NH2:14][C@H:15]([C:17]([N:19]1[CH2:26][CH2:25][CH2:24][C@H:20]1[C:21]([OH:23])=[O:22])=[O:18])[CH3:16] |f:0.1,3.4.5|. Procedure: A mixture of N-t-butoxycarbonyl-L-alanyl-L-proline ethanesulphonamide (22.5 g.) and trifluoroacetic acid (60 ml.) was stirred at laboratory temperature for 1 hour, the excess of trifluoroacetic acid was removed by evaporation and toluene was twice added and removed by evaporation, finally at 0.5 mm.Hg. A solution of the L-alanyl-L-proline ethanesulphonamide trifluoroacetate thus obtained in ethanol (350 ml.) was cooled to 10° C. and triethylamine (17 ml.), a solution of ethyl 2-oxo-4-phenylbutyr... Product: COC1=C(C=CC(=C1)OCCC)N1CCC(CC1)=O (1-(2-Methoxy-4-propoxyphenyl)piperidin-4-one). Run at time 1 hour. Reaction SMILES: [CH3:1][O:2][C:3]1[CH:9]=[C:8]([O:10][CH2:11][CH2:12][CH3:13])[CH:7]=[CH:6][C:4]=1[NH2:5].[I-].C[N+]1(CC2C=CC=CC=2)[CH2:21][CH2:20][C:19](=[O:22])[CH2:18][CH2:17]1.C(Cl)Cl>CCO.O>[CH3:1][O:2][C:3]1[CH:9]=[C:8]([O:10][CH2:11][CH2:12][CH3:13])[CH:7]=[CH:6][C:4]=1[N:5]1[CH2:21][CH2:20][C:19](=[O:22])[CH2:18][CH2:17]1 |f:1.2|. The solvent is CCO (EtOH), O (water), O (water). Procedure details: 1.20 g (6.62 mmol) 2-methoxy-4-propoxyaniline (Example XXXI) in 8.5 mL EtOH and 1.8 mL water are stirred under reflux. During 30 min 2.19 g (6.62 mmol) N-methyl-N-benzyl-4-oxopiperidinium iodide (Org. Lett. 1999, 1, 1261-1262) are added by several portions. Stirring under reflux is continued for 1 h. Then the reaction mixture is cooled down to rt before water and DCM are added. The layers are separated and the org. layer is dried with MgSO4, filtered and the solvent is removed in vacuo. The resu... Starting materials: COC1=C(N)C=CC(=C1)OCCC (2-Methoxy-4-propoxyaniline), [I-].C[N+]1(CCC(CC1)=O)CC1=CC=CC=C1 (N-methyl-N-benzyl-4-oxopiperidinium iodide), C(Cl)Cl (DCM). Reactants: [N+](=O)([O-])C1=CC=C(C=C1)C1=NC2=C(C=NC(=C2)N)N1 (2-(4-Nitro-phenyl)-3H-imidazo[4,5-c]pyridine-6-ylamine), Cl.N1=C(C=CC=C1)C(=O)Cl (picolinoyl chloride hydrochloride), O (water). Solvent: N1=CC=CC=C1 (pyridine). Product: [N+](=O)([O-])C1=CC=C(C=C1)C1=NC2=C(C=NC(=C2)NC(=O)C2=NC=CC=C2)N1 (Pyridine-2-carboxylic acid [2-(4-nitro-phenyl)-3H-imidazo[4,5-c]pyridin-6-yl]-amide). Yield: 31.6%. Reaction SMILES: [N+:1]([C:4]1[CH:9]=[CH:8][C:7]([C:10]2[NH:19][C:13]3[CH:14]=[N:15][C:16]([NH2:18])=[CH:17][C:12]=3[N:11]=2)=[CH:6][CH:5]=1)([O-:3])=[O:2].Cl.[N:21]1[CH:26]=[CH:25][CH:24]=[CH:23][C:22]=1[C:27](Cl)=[O:28].O>N1C=CC=CC=1>[N+:1]([C:4]1[CH:9]=[CH:8][C:7]([C:10]2[NH:19][C:13]3[CH:14]=[N:15][C:16]([NH:18][C:27]([C:22]4[CH:23]=[CH:24][CH:25]=[CH:26][N:21]=4)=[O:28])=[CH:17][C:12]=3[N:11]=2)=[CH:6][CH:5]=1)([O-:3])=[O:2] |f:1.2|. Reported procedure: A solution of amine 8 (0.145 g, 0.57 mmol) and picolinoyl chloride hydrochloride (0.180 g, 1.01 mmol) in dry pyridine (5 ml) was stirred at room temperature overnight. After addition of water the brown solid was filtered and passed through a SiO2 gel, eluting with CH2Cl2: MeOH (100:5) affording the desired product 21 (0.065 g, 31%). The reactants are N(=[N+]=[N-])[C@H]1C[C@@H](O[C@@H]1CO)N1C(N=CC(=C1)C)=O (1-(3-Azido-2,3-dideoxy-β-D-erythro-pentofuranosyl)-5-methyl-2(1H)-pyrimidinone), C(C(C)(C)C)(=O)Cl (Pivaloyl chloride). Solvent: N1=CC=CC=C1 (pyridine). Product: N(=[N+]=[N-])[C@H]1C[C@@H](O[C@@H]1COC(C(C)(C)C)=O)N1C(N=CC(=C1)C)=O (1-(3-Azido-2,3-dideoxy-5-O-pivaloyl-β-D-erythro-pentofuranosyl)-5-methyl-2(1H)-pyrimidinone). As a reaction SMILES: [N:1]([C@@H:4]1[C@@H:8]([CH2:9][OH:10])[O:7][C@@H:6]([N:11]2[CH:16]=[C:15]([CH3:17])[CH:14]=[N:13][C:12]2=[O:18])[CH2:5]1)=[N+:2]=[N-:3].[C:19](Cl)(=[O:24])[C:20]([CH3:23])([CH3:22])[CH3:21]>N1C=CC=CC=1>[N:1]([C@@H:4]1[C@@H:8]([CH2:9][O:10][C:19](=[O:24])[C:20]([CH3:23])([CH3:22])[CH3:21])[O:7][C@@H:6]([N:11]2[CH:16]=[C:15]([CH3:17])[CH:14]=[N:13][C:12]2=[O:18])[CH2:5]1)=[N+:2]=[N-:3]. Procedure details: 1-(3-Azido-2,3-dideoxy-β-D-erythro-pentofuranosyl)-5-methyl-2(1H)-pyrimidinone (0.4 g, 1.59 mMol) was dissolved in dry pyridine (10 mL) at 0° C. under a nitrogen atmosphere. Pivaloyl chloride (0.588 mL; 4.78 mMol) was added with stirring and allowed to react for 72 hours. The reaction was quenched with ice then evaporated to dryness. The residue was chromatographed on silica gel eluted with 20:1 CHCl3 /MeOH (v/v) and the appropriate fractions combined and evaporated to give the title compound: m... The solvent is S(O)(O)(=O)=O (sulfuric acid), S(O)(O)(=O)=O (sulfuric acid). The reactants are ice water, [N+](=O)(O)[O-] (nitric acid), ClC1=CC(=CC2=C1N=C(S2)C)F (4-chloro-6-fluoro-2-methylbenzothiazole). Reported procedure: A solution of 7 ml of concentrated nitric acid in 6 ml of concentrated sulfuric acid was added to a solution of 10 g (50 mmol) of 4-chloro-6-fluoro-2-methylbenzothiazole in 35 ml of concentrated sulfuric acid. Stirring was carried out for 10 minutes, after which the mixture was poured into ice water. Thereafter, the suspended desired product was separated off and, for purification, was dissolved in 100 ml of 3:1 cyclohexane/ethyl acetate. After filtration over a bed of silica gel, 8 g of desired... Reaction SMILES: [N+:1]([O-:4])(O)=[O:2].[Cl:5][C:6]1[C:11]2[N:12]=[C:13]([CH3:15])[S:14][C:10]=2[CH:9]=[C:8]([F:16])[CH:7]=1>S(=O)(=O)(O)O>[Cl:5][C:6]1[C:11]2[N:12]=[C:13]([CH3:15])[S:14][C:10]=2[C:9]([N+:1]([O-:4])=[O:2])=[C:8]([F:16])[CH:7]=1. Conditions: time 10 minute. Product: ClC1=CC(=C(C2=C1N=C(S2)C)[N+](=O)[O-])F (4-Chloro-6-fluoro-2-methyl-7-nitrobenzothiazole). Reactants: O=c1c(Br)ccccc1N1CCN(Cc2ccc3c(c2)OCO3)CC1, Brc1cccs1, [Li]CCCC, CC(=O)O, C1CCOC1, [Pd], c1ccc(P(c2ccccc2)c2ccccc2)cc1, c1ccc(P(c2ccccc2)c2ccccc2)cc1, c1ccc(P(c2ccccc2)c2ccccc2)cc1, c1ccc(P(c2ccccc2)c2ccccc2)cc1. Yields the product O=c1c(-c2cccs2)ccccc1N1CCN(Cc2ccc3c(c2)OCO3)CC1. RXN SMILES: [Br:16][c:17]1[cH:18][cH:19][cH:20][cH:21][c:22]([N:25]2[CH2:26][CH2:27][N:28]([CH2:31][c:32]3[cH:33][c:34]4[c:38]([cH:39][cH:40]3)[O:37][CH2:36][O:35]4)[CH2:29][CH2:30]2)[c:23]1=[O:24].[Br:1][c:2]1[s:3][cH:4][cH:5][cH:6]1.[CH2:7]([Li:8])[CH2:9][CH2:10][CH3:11].[CH3:12][C:13](=[O:14])[OH:15].[O:41]1[CH2:42][CH2:43][CH2:44][CH2:45]1.[Pd:122].[c:103]1([P:104]([c:105]2[cH:106][cH:107][cH:108][cH:109][cH:110]2)[c:111]2[cH:112][cH:113][cH:114][cH:115][cH:116]2)[cH:117][cH:118][cH:119][cH:120][cH:121]1.[c:46]1([P:47]([c:48]2[cH:49][cH:50][cH:51][cH:52][cH:53]2)[c:54]2[cH:55][cH:56][cH:57][cH:58][cH:59]2)[cH:60][cH:61][cH:62][cH:63][cH:64]1.[c:65]1([P:66]([c:67]2[cH:68][cH:69][cH:70][cH:71][cH:72]2)[c:73]2[cH:74][cH:75][cH:76][cH:77][cH:78]2)[cH:79][cH:80][cH:81][cH:82][cH:83]1.[c:84]1([P:85]([c:86]2[cH:87][cH:88][cH:89][cH:90][cH:91]2)[c:92]2[cH:93][cH:94][cH:95][cH:96][cH:97]2)[cH:98][cH:99][cH:100][cH:101][cH:102]1>>[c:2]1(-[c:17]2[cH:18][cH:19][cH:20][cH:21][c:22]([N:25]3[CH2:26][CH2:27][N:28]([CH2:31][c:32]4[cH:33][c:34]5[c:38]([cH:39][cH:40]4)[O:37][CH2:36][O:35]5)[CH2:29][CH2:30]3)[c:23]2=[O:24])[s:3][cH:4][cH:5][cH:6]1. Reactants: NC1=C(C=CC=C1)O (2-aminophenol), Cl (HCl), ClC(C1=CC=C(C(=O)Cl)C=C1)(Cl)Cl (p-trichloromethyl-benzoyl chloride), B2O3. Product: C1(=CC=C(C=C1)C=1OC2=C(N1)C=CC=C2)C=2OC1=C(N2)C=CC=C1 (2,2'-p-phenylene-bis-benzoxazole). Isolated yield 71.4%. Reaction SMILES: [NH2:1][C:2]1[CH:7]=[CH:6][CH:5]=[CH:4][C:3]=1[OH:8].Cl[C:10](Cl)(Cl)[C:11]1[CH:19]=[CH:18][C:14]([C:15](Cl)=[O:16])=[CH:13][CH:12]=1.Cl>>[C:14]1([C:15]2[O:16][C:3]3[CH:4]=[CH:5][CH:6]=[CH:7][C:2]=3[N:1]=2)[CH:18]=[CH:19][C:11]([C:10]2[O:8][C:3]3[CH:4]=[CH:5][CH:6]=[CH:7][C:2]=3[N:1]=2)=[CH:12][CH:13]=1. Procedure details: In the apparatus described under Example 1, 21.8 g of reactant A (0.2 mol), 25.8 g of p-trichloromethyl-benzoyl chloride (0.1 mol) and 3.5 g of B2O3 (0.05 mol) were mixed and slowly heated. Between 190° and 200° C, a vigorous evolution of HCl began. After 2 hours the mixture was cooled and ground in a mortar. After extraction twice with 100 ml of CHCl3 and twice with 100 ml of water, 22.3 g of raw product (71% of the theory) was obtained, melting at 318° to 328° C. Compound XIX can be recrystall...